This data is from the Open Reaction Database (ORD), a public repository of structured organic reaction records. The task is: describe an organic reaction: reactants, conditions, products, and yield The reactants are three, C(C)(=O)O.N1CCCCC1 (Piperidine acetate), C(C(C)(C)C)(=O)C1=CN(C2=NC=C(N=C21)NC2=CC=C(C=O)C=C2)COCC[Si](C)(C)C (4-(7-pivaloyl-5-((2-(trimethylsilyl)ethoxy)methyl)-5H-pyrrolo[2,3-b]pyrazin-2-ylamino)benzaldehyde), S1C(=NC=C1)CC#N (2-(thiazol-2-yl)acetonitrile). The solvent is C(C)O (ethanol). Product: C(C(C)(C)C)(=O)C1=CN(C2=NC=C(N=C21)NC2=CC=C(C=C2)C=C(C#N)C=2SC=CN2)COCC[Si](C)(C)C (3-(4-(7-pivaloyl-5-((2-(trimethylsilyl)ethoxy)methyl)-5H-pyrrolo[2,3-b]pyrazin-2-ylamino)phenyl)-2-(thiazol-2-yl)acrylonitrile). Yield: 72.9%. Reaction SMILES: [C:1]([C:7]1[C:15]2[C:10](=[N:11][CH:12]=[C:13]([NH:16][C:17]3[CH:24]=[CH:23][C:20]([CH:21]=O)=[CH:19][CH:18]=3)[N:14]=2)[N:9]([CH2:25][O:26][CH2:27][CH2:28][Si:29]([CH3:32])([CH3:31])[CH3:30])[CH:8]=1)(=[O:6])[C:2]([CH3:5])([CH3:4])[CH3:3].[S:33]1[CH:37]=[CH:36][N:35]=[C:34]1[CH2:38][C:39]#[N:40].C(O)(=O)C.N1CCCCC1>C(O)C>[C:1]([C:7]1[C:15]2[C:10](=[N:11][CH:12]=[C:13]([NH:16][C:17]3[CH:18]=[CH:19][C:20]([CH:21]=[C:38]([C:34]4[S:33][CH:37]=[CH:36][N:35]=4)[C:39]#[N:40])=[CH:23][CH:24]=3)[N:14]=2)[N:9]([CH2:25][O:26][CH2:27][CH2:28][Si:29]([CH3:31])([CH3:32])[CH3:30])[CH:8]=1)(=[O:6])[C:2]([CH3:4])([CH3:3])[CH3:5] |f:2.3|. Reported procedure: To a 25 ml three necked round bottom flask, 4-(7-pivaloyl-5-((2-(trimethylsilyl)ethoxy)methyl)-5H-pyrrolo[2,3-b]pyrazin-2-ylamino)benzaldehyde (0.1 g, 0.000221 mol) and 2-(thiazol-2-yl)acetonitrile (0.082 g, 0.000663 mol) were taken in ethanol (5 ml). Piperidine acetate (3.3 M solution in water) (0.2 ml) was added dropwise at RT. After completion of the addition, reaction mixture was refluxed overnight and ethanol was distilled out and water was added to residue. The aqueous layer was extracted ... Reactants: C(C)(C)(C)OC(=O)N1CCC(CC1)NC1=C(C=C(C=C1)C)[N+](=O)[O-] (4-(4-methyl-2-nitro-phenylamino)-piperidine-1-carboxylic acid tert-butyl ester). Reagents/catalysts: [Pd] (Pd/C). Solvent: C(C)O (ethanol). Run at time 1 hour. Product: C(C)(C)(C)OC(=O)N1CCC(CC1)NC1=C(C=C(C=C1)C)N (4-(2-amino-4-methyl-phenylamino)-piperidine-1-carboxylic acid tert-butyl ester). Yield: 90.3%. As a reaction SMILES: [C:1]([O:5][C:6]([N:8]1[CH2:13][CH2:12][CH:11]([NH:14][C:15]2[CH:20]=[CH:19][C:18]([CH3:21])=[CH:17][C:16]=2[N+:22]([O-])=O)[CH2:10][CH2:9]1)=[O:7])([CH3:4])([CH3:3])[CH3:2]>C(O)C.[Pd]>[C:1]([O:5][C:6]([N:8]1[CH2:13][CH2:12][CH:11]([NH:14][C:15]2[CH:20]=[CH:19][C:18]([CH3:21])=[CH:17][C:16]=2[NH2:22])[CH2:10][CH2:9]1)=[O:7])([CH3:4])([CH3:3])[CH3:2]. Procedure: To a solution of 4-(4-methyl-2-nitro-phenylamino)-piperidine-1-carboxylic acid tert-butyl ester (9.5 g, 28.4 mmol) in ethanol (150 mL) was added 10% Pd/C (125 mg) and the reaction mixture was shaken under H2 (50 psi) at rt for 1 h. The catalyst was then removed by filtration through a pad of Celite® and washed with ethanol. The filtrate was concentrated in vacuo to provide 4-(2-amino-4-methyl-phenylamino)-piperidine-1-carboxylic acid tert-butyl ester (7.83 g) in 90% yield. Reactants: COc1ccc(Cc2nc3ccccc3c3nc(N)nn23)cc1, COc1cc(Cc2nc3ccccc3c3nc(N)nn23)cc(OC)c1. Product: Nc1nc2c3ccccc3nc(Cc3ccc(O)cc3)n2n1. As a reaction SMILES: [CH3:1][O:2][c:3]1[cH:4][cH:5][c:6]([CH2:7][c:8]2[n:9][c:10]3[cH:11][cH:12][cH:13][cH:14][c:15]3[c:16]3[n:17]2[n:18][c:19]([NH2:21])[n:20]3)[cH:22][cH:23]1.[CH3:24][O:25][c:26]1[cH:27][c:28]([CH2:34][c:35]2[n:36]3[n:37][c:38]([NH2:39])[n:40][c:41]3[c:42]3[cH:43][cH:44][cH:45][cH:46][c:47]3[n:48]2)[cH:29][c:30]([O:31][CH3:32])[cH:33]1>>[OH:2][c:3]1[cH:4][cH:5][c:6]([CH2:7][c:8]2[n:9][c:10]3[cH:11][cH:12][cH:13][cH:14][c:15]3[c:16]3[n:17]2[n:18][c:19]([NH2:21])[n:20]3)[cH:22][cH:23]1. Reactants: Br, CC(=O)O, COc1ccc(Cl)c2c1C(C1(c3ccccc3)CCC1)N(C)CC2. The product is Br, CN1CCc2c(Cl)ccc(O)c2C1C1(c2ccccc2)CCC1. RXN SMILES: [BrH:25].[CH3:26][C:27](=[O:28])[OH:29].[Cl:1][c:2]1[c:3]2[c:8]([c:9]([O:12][CH3:13])[cH:10][cH:11]1)[CH:7]([C:14]1([c:18]3[cH:19][cH:20][cH:21][cH:22][cH:23]3)[CH2:15][CH2:16][CH2:17]1)[N:6]([CH3:24])[CH2:5][CH2:4]2>>[BrH:25].[Cl:1][c:2]1[c:3]2[c:8]([c:9]([OH:12])[cH:10][cH:11]1)[CH:7]([C:14]1([c:18]3[cH:19][cH:20][cH:21][cH:22][cH:23]3)[CH2:15][CH2:16][CH2:17]1)[N:6]([CH3:24])[CH2:5][CH2:4]2. The reactants are CN(C(COC1=C(C=C(C=C1)CCN[C@H]([C@@H](C1=CC=C(C=C1)O)O)C)N(C)C)=O)C (N,N-Dimethyl-2-[2-dimethylamino-4-[2-[[(1S,2R)-2-hydroxy-2-(4-hydroxyphenyl)-1-methylethyl]amino]ethyl]phenoxy]acetamide), [OH-].[Na+] (sodium hydroxide), Cl (Hydrochloric acid). Conditions: time 20 hour. The product is CN(C1=C(OCC(=O)O)C=CC(=C1)CCN[C@H]([C@@H](C1=CC=C(C=C1)O)O)C)C (2-[2-dimethylamino-4-[2-[[(1S,2R)-2-hydroxy-2-(4-hydroxyphenyl)-1-methylethyl]amino]ethyl]phenoxy]acetic acid). As a reaction SMILES: CN(C)[C:3](=[O:29])[CH2:4][O:5][C:6]1[CH:11]=[CH:10][C:9]([CH2:12][CH2:13][NH:14][C@@H:15]([CH3:25])[C@H:16]([OH:24])[C:17]2[CH:22]=[CH:21][C:20]([OH:23])=[CH:19][CH:18]=2)=[CH:8][C:7]=1[N:26]([CH3:28])[CH3:27].Cl.[OH-:32].[Na+]>>[CH3:28][N:26]([CH3:27])[C:7]1[CH:8]=[C:9]([CH2:12][CH2:13][NH:14][C@@H:15]([CH3:25])[C@H:16]([OH:24])[C:17]2[CH:22]=[CH:21][C:20]([OH:23])=[CH:19][CH:18]=2)[CH:10]=[CH:11][C:6]=1[O:5][CH2:4][C:3]([OH:29])=[O:32] |f:2.3|. Procedure details: N,N-Dimethyl-2-[2-dimethylamino-4-[2-[[(1S,2R)-2-hydroxy-2-(4-hydroxyphenyl)-1-methylethyl]amino]ethyl]phenoxy]acetamide (503 mg) was dissolved in 1N aqueous sodium hydroxide solution (6.0 ml), and the solution was stirred for 20 hours at room temperature. 1N Hydrochloric acid (6.0 ml) was added to the stirred reaction mixture under ice-cooling, and direct purification of the resulting mixture by medium pressure liquid column chromatography on ion exchange resin (Nippon Rensui Co. Ltd., DIAION® ... Reactants: C(C)N(C=1OC=2C(N1)=C(C=CC2)C(=O)[O-])CC.[Li+] (lithium 2-(diethylamino)benzoxazole-4-carboxylate), Cl.Cl.N[C@@H]1CN2CCC1CC2 ((S)-(−)-3-aminoquinuclidine dihydrochloride). The product is N12CCC(CC1)[C@@H](C2)NC(=O)C=2C=CC=C1C2N=C(O1)N(CC)CC ((S)—N-(quinuclidine-8-yl)-2-diethylaminobenzoxazole-4-carboxamide). Reaction SMILES: [CH2:1]([N:3]([CH2:16][CH3:17])[C:4]1[O:5][C:6]2[C:7](=[C:9]([C:13]([O-:15])=O)[CH:10]=[CH:11][CH:12]=2)[N:8]=1)[CH3:2].[Li+].Cl.Cl.[NH2:21][C@H:22]1[CH:27]2[CH2:28][CH2:29][N:24]([CH2:25][CH2:26]2)[CH2:23]1>>[N:24]12[CH2:23][C@@H:22]([NH:21][C:13]([C:9]3[CH:10]=[CH:11][CH:12]=[C:6]4[O:5][C:4]([N:3]([CH2:1][CH3:2])[CH2:16][CH3:17])=[N:8][C:7]=34)=[O:15])[CH:27]([CH2:28][CH2:29]1)[CH2:26][CH2:25]2 |f:0.1,2.3.4|. Procedure: Following general procedure GP-C2, lithium 2-(diethylamino)benzoxazole-4-carboxylate and (S)-(−)-3-aminoquinuclidine dihydrochloride were coupled to provide (S)—N-(quinuclidine-8-yl)-2-diethylaminobenzoxazole-4-carboxamide, which was converted to the hydrochloride salt following general procedure GP-D1. 1H NMR and MS consistent.